From a dataset of the Open Reaction Database (ORD), a public repository of structured organic reaction records. describe an organic reaction: reactants, conditions, products, and yield Starting materials: CC1(C)OC(=C2C(=O)Nc3cc(F)ccc32)C=C1Br, O=C([O-])[O-], C1COCCO1, O=Cc1cc(B(O)O)cs1, [Na+], [Na+], O, Cl[Pd]Cl, c1ccc(P(c2ccccc2)c2ccccc2)cc1, c1ccc(P(c2ccccc2)c2ccccc2)cc1. Product: CC1(C)OC(=C2C(=O)Nc3cc(F)ccc32)C=C1c1csc(C=O)c1. RXN SMILES: [Br:7][C:8]1=[CH:9][C:10](=[C:15]2[C:16](=[O:25])[NH:17][c:18]3[cH:19][c:20]([F:24])[cH:21][cH:22][c:23]32)[O:11][C:12]1([CH3:13])[CH3:14].[C:36](=[O:37])([O-:38])[O-:39].[CH2:1]1[O:2][CH2:3][CH2:4][O:5][CH2:6]1.[CH:26](=[O:27])[c:28]1[cH:29][c:30]([B:33]([OH:34])[OH:35])[cH:31][s:32]1.[Na+:40].[Na+:41].[OH2:83].[Pd:42]([Cl:43])[Cl:44].[c:45]1([P:46]([c:47]2[cH:48][cH:49][cH:50][cH:51][cH:52]2)[c:53]2[cH:54][cH:55][cH:56][cH:57][cH:58]2)[cH:59][cH:60][cH:61][cH:62][cH:63]1.[c:64]1([P:65]([c:66]2[cH:67][cH:68][cH:69][cH:70][cH:71]2)[c:72]2[cH:73][cH:74][cH:75][cH:76][cH:77]2)[cH:78][cH:79][cH:80][cH:81][cH:82]1>>[C:8]1([c:30]2[cH:29][c:28]([CH:26]=[O:27])[s:32][cH:31]2)=[CH:9][C:10](=[C:15]2[C:16](=[O:25])[NH:17][c:18]3[cH:19][c:20]([F:24])[cH:21][cH:22][c:23]32)[O:11][C:12]1([CH3:13])[CH3:14]. Starting materials: [Al+3], CC(C)C(=O)Cl, COc1cc2ccccn2n1, [Cl-], [Cl-], [Cl-]. The product is COc1nn2ccccc2c1C(=O)C(C)C. Reaction SMILES: [Al+3:19].[C:12]([CH:13]([CH3:14])[CH3:15])(=[O:16])[Cl:17].[CH3:1][O:2][c:3]1[n:4][n:5]2[c:6]([cH:7][cH:8][cH:9][cH:10]2)[cH:11]1.[Cl-:18].[Cl-:20].[Cl-:21]>>[CH3:1][O:2][c:3]1[n:4][n:5]2[c:6]([cH:7][cH:8][cH:9][cH:10]2)[c:11]1[C:12]([CH:13]([CH3:14])[CH3:15])=[O:16]. Product: CC(C)(C)CNc1nc(Cl)ncc1C=O. Reactants: CC(C)(C)CNc1nc(Cl)ncc1Br, [Li]CCCC, CCOC=O, C1CCOC1. As a reaction SMILES: [Br:1][c:2]1[c:3]([NH:9][CH2:10][C:11]([CH3:12])([CH3:13])[CH3:14])[n:4][c:5]([Cl:8])[n:6][cH:7]1.[CH2:15]([Li:16])[CH2:17][CH2:18][CH3:19].[CH2:20]([O:22][CH:21]=[O:23])[CH3:24].[CH2:25]1[O:26][CH2:27][CH2:28][CH2:29]1>>[c:2]1([CH:20]=[O:22])[c:3]([NH:9][CH2:10][C:11]([CH3:12])([CH3:13])[CH3:14])[n:4][c:5]([Cl:8])[n:6][cH:7]1. Starting materials: [Br-], N#Cc1ccc(C(=O)O)cn1, CCC[Mg+], C1CCOC1, O, O=S(=O)(O)O. The product is CCCC(=O)c1ccc(C(=O)O)cn1. As a reaction SMILES: [Br-:1].[C:6](=[O:7])([OH:8])[c:9]1[cH:10][cH:11][c:12]([C:15]#[N:16])[n:13][cH:14]1.[CH2:2]([CH2:3][CH3:4])[Mg+:5].[O:23]1[CH2:24][CH2:25][CH2:26][CH2:27]1.[OH2:17].[S:18]([OH:19])(=[O:20])(=[O:21])[OH:22]>>[CH2:2]([CH2:3][CH3:4])[C:15]([c:12]1[cH:11][cH:10][c:9]([C:6](=[O:7])[OH:8])[cH:14][n:13]1)=[O:19]. Reactants: Cl (HCl), [Mg] (magnesium), C(C)(C)(C)C1=CC=C(CBr)C=C1 (4-tert-butylbenzyl bromide), O=C1CCC(CC1)NC1=C(C(=NC=C1)C)OC (4-(4-oxocyclohexylamino)-3-methoxy-2-methylpyridine), C1CCOC1 (THF). Run in CCOCC (ether). Yields the product OC1(CC=C(CN(C2=C(C(=NC=C2)C)OC)C2CCCCC2)C=C1)C(C)(C)C (4-(4-Hydroxy-4-tert-butylbenzylcyclohexylamino)-3-methoxy-2-methylpyridine). RXN SMILES: [Mg].[C:2]([C:6]1[CH:13]=[CH:12][C:9]([CH2:10]Br)=[CH:8][CH:7]=1)([CH3:5])([CH3:4])[CH3:3].O=[C:15]1[CH2:20][CH2:19][CH:18]([NH:21][C:22]2[CH:27]=[CH:26][N:25]=[C:24]([CH3:28])[C:23]=2[O:29][CH3:30])[CH2:17][CH2:16]1.Cl.C1C[O:35]CC1>CCOCC>[OH:35][C:6]1([C:2]([CH3:5])([CH3:4])[CH3:3])[CH:13]=[CH:12][C:9]([CH2:10][N:21]([CH:18]2[CH2:19][CH2:20][CH2:15][CH2:16][CH2:17]2)[C:22]2[CH:27]=[CH:26][N:25]=[C:24]([CH3:28])[C:23]=2[O:29][CH3:30])=[CH:8][CH2:7]1. Reported procedure: A Grignard solution is prepared from 1.2 g of magnesium and 12.9 g of 90% strength 4-tert-butylbenzyl bromide in 100 ml of abs. ether. 2.9 g of 4-(4-oxocyclohexylamino)-3-methoxy-2-methylpyridine in 50 ml of absolute THF are added dropwise to this solution. After 17 hours at room temperature it is acidified with 25 ml of 2N HCl, the mixture is extracted several times with ethyl acetate and the combined ethyl acetate phases are washed with sodium hydrogen carbonate solution. Purification is carri... Solvent: ClCCl (dichloromethane), ClCCl (dichloromethane), C(C)(=O)OCC (ethyl acetate). The reactants are COC(CNS(=O)(=O)Cl)=O (N-(chlorosulphonyl)-glycine methyl ester), N1=CC=CC=C1 (pyridine), C(C)(C)(C)OC(=O)[C@@H](C\C=C\C1=CC=CC=C1)[C@H](C(=O)NN)CC(C)C ((E)-2(R)-[1(S)-(tert-butoxycarbonyl)-4-phenyl-3-butenyl]-4-methylvalerohydrazide). Procedure: A solution of 1.08 g of (E)-2(R)-[1(S)-(tert-butoxycarbonyl)-4-phenyl-3-butenyl]-4-methylvalerohydrazide in 10 ml of dichloromethane was cooled to 0° C. under a nitrogen atmosphere and treated with 0.8 ml of pyridine and a solution of 1.5 g of N-(chlorosulphonyl)-glycine methyl ester in 5 ml of dichloromethane. The mixture was warmed to room temperature and stirred for 3 hours. The mixture was then diluted with ethyl acetate and washed with 2M aqueous hydrogen chloride and saturated aqueous sodi... Reaction SMILES: [C:1]([O:5][C:6]([C@H:8]([C@@H:18]([CH2:23][CH:24]([CH3:26])[CH3:25])[C:19]([NH:21][NH2:22])=[O:20])[CH2:9]/[CH:10]=[CH:11]/[C:12]1[CH:17]=[CH:16][CH:15]=[CH:14][CH:13]=1)=[O:7])([CH3:4])([CH3:3])[CH3:2].N1C=CC=CC=1.[CH3:33][O:34][C:35](=[O:42])[CH2:36][NH:37][S:38](Cl)(=[O:40])=[O:39]>ClCCl.C(OCC)(=O)C>[C:1]([O:5][C:6]([C@H:8]([C@@H:18]([CH2:23][CH:24]([CH3:26])[CH3:25])[C:19]([NH:21][NH:22][S:38]([NH:37][CH2:36][C:35]([O:34][CH3:33])=[O:42])(=[O:40])=[O:39])=[O:20])[CH2:9]/[CH:10]=[CH:11]/[C:12]1[CH:17]=[CH:16][CH:15]=[CH:14][CH:13]=1)=[O:7])([CH3:4])([CH3:3])[CH3:2]. Reaction conditions: time 3 hour. Yield: 54.2%. The product is C(C)(C)(C)OC(=O)[C@@H](C\C=C\C1=CC=CC=C1)[C@H](C(=O)NNS(=O)(=O)NCC(=O)OC)CC(C)C (methyl(E)-2-[[2-[2(R)-[1(S)-(tert-butoxycarbonyl)-4-phenyl-3-butenyl]-4-methylvaleryl]hydrazino]sulphonamido]acetate). Starting materials: C[Si](C)(C)CCOCn1nncc1-c1cccc(Br)c1, CCO, Cl. The product is Brc1cccc(-c2cnn[nH]2)c1. RXN SMILES: [Br:1][c:2]1[cH:3][c:4](-[c:8]2[cH:9][n:10][n:11][n:12]2[CH2:13][O:14][CH2:15][CH2:16][Si:17]([CH3:18])([CH3:19])[CH3:20])[cH:5][cH:6][cH:7]1.[CH3:22][CH2:23][OH:24].[ClH:21]>>[Br:1][c:2]1[cH:3][c:4](-[c:8]2[cH:9][n:10][n:11][nH:12]2)[cH:5][cH:6][cH:7]1.